Dataset: the Open Reaction Database (ORD), a public repository of structured organic reaction records. Task: describe an organic reaction: reactants, conditions, products, and yield Reactants: O (Water), [N+](=O)([O-])C1=CC=C(C=C1)O (4-nitrophenol), C(=O)([O-])[O-].[K+].[K+] (K2CO3), BrCC(=O)OC(C)(C)C (t-butyl bromoacetate). Run in CCOC(=O)C (EtOAc), CN(C)C=O (DMF). Conditions: time 5 hour. The product is [N+](=O)([O-])C1=CC=C(OCC(=O)OC(C)(C)C)C=C1 (tert-butyl 2-(4-nitrophenoxy)acetate). Reaction SMILES: [N+:1]([C:4]1[CH:9]=[CH:8][C:7]([OH:10])=[CH:6][CH:5]=1)([O-:3])=[O:2].C([O-])([O-])=O.[K+].[K+].Br[CH2:18][C:19]([O:21][C:22]([CH3:25])([CH3:24])[CH3:23])=[O:20].O>CN(C=O)C.CCOC(C)=O>[N+:1]([C:4]1[CH:9]=[CH:8][C:7]([O:10][CH2:18][C:19]([O:21][C:22]([CH3:25])([CH3:24])[CH3:23])=[O:20])=[CH:6][CH:5]=1)([O-:3])=[O:2] |f:1.2.3|. Procedure details: To a solution of 4-nitrophenol (3.00 g, 21.6 mmol) and K2CO3 (6.00 g, 43.4 mmol) in DMF (50 mL), t-butyl bromoacetate (2.90 mL, 19.6 mmol) was added. The mixture was stirred at room temperature for 5 h. Water and EtOAc were added. The organic phase was separated, washed with water, then with aq. 1N NaOH and brine. It was dried over Na2SO4, concentrated in vacuo to give tert-butyl 2-(4-nitrophenoxy)acetate as a solid. Reactants: CCOC(=O)C(=Cc1cc(C)c(OCCc2nc(-c3ccccc3)oc2C)c(C)c1)OCC, CCOC(=O)C(OCC)[P+](c1ccccc1)(c1ccccc1)c1ccccc1, Cc1cc(C=O)cc(C)c1OCCc1nc(-c2ccccc2)oc1C, [Cl-]. Product: CCOC(=Cc1cc(C)c(OCCc2nc(-c3ccccc3)oc2C)c(C)c1)C(=O)O. Reaction SMILES: [CH2:1]([CH3:2])[O:3][C:4]([C:5](=[CH:6][c:7]1[cH:8][c:9]([CH3:29])[c:10]([O:14][CH2:15][CH2:16][c:17]2[n:18][c:19](-[c:23]3[cH:24][cH:25][cH:26][cH:27][cH:28]3)[o:20][c:21]2[CH3:22])[c:11]([CH3:13])[cH:12]1)[O:30][CH2:31][CH3:32])=[O:33].[CH2:60]([O:61][CH:62]([P+:63]([c:64]1[cH:65][cH:66][cH:67][cH:68][cH:69]1)([c:70]1[cH:71][cH:72][cH:73][cH:74][cH:75]1)[c:76]1[cH:77][cH:78][cH:79][cH:80][cH:81]1)[C:82]([O:83][CH2:84][CH3:85])=[O:86])[CH3:87].[CH3:34][c:35]1[cH:36][c:37]([CH:57]=[O:58])[cH:38][c:39]([CH3:40])[c:41]1[O:42][CH2:43][CH2:44][c:45]1[n:46][c:47](-[c:48]2[cH:49][cH:50][cH:51][cH:52][cH:53]2)[o:54][c:55]1[CH3:56].[Cl-:59]>>[O:3]=[C:4]([C:5](=[CH:6][c:7]1[cH:8][c:9]([CH3:29])[c:10]([O:14][CH2:15][CH2:16][c:17]2[n:18][c:19](-[c:23]3[cH:24][cH:25][cH:26][cH:27][cH:28]3)[o:20][c:21]2[CH3:22])[c:11]([CH3:13])[cH:12]1)[O:30][CH2:31][CH3:32])[OH:33]. Reactants: C1(=CC=CC=C1)C1=CC2=C(N=C(S2)CC2=NN=C(O2)C2CN(C2)C(=O)OC(C)(C)C)C=C1 (tert-butyl 3-(5-((6-phenylbenzo[d]thiazol-2-yl)methyl)-1,3,4-oxadiazol-2-yl)azetidine-1-carboxylate), C1(=CC=CC=C1)C1=CC2=C(N=C(S2)CC2=NN=C(O2)C2CN(C2)C(=O)OC(C)(C)C)C=C1 (tert-butyl 3-(5-((6-phenylbenzo[d]thiazol-2-yl)methyl)-1,3,4-oxadiazol-2-yl)azetidine-1-carboxylate), C(=O)(C(F)(F)F)O (TFA). Solvent: C(Cl)Cl (CH2Cl2). Run at time 1 hour. Product: N1CC(C1)C=1OC(=NN1)CC=1SC2=C(N1)C=CC(=C2)C2=CC=CC=C2 (2-(Azetidin-3-yl)-5-((6-phenylbenzo[d]thiazol-2-yl)methyl)-1,3,4-oxadiazole). The yield is 100.0%. RXN SMILES: [C:1]1([C:7]2[CH:32]=[CH:31][C:10]3[N:11]=[C:12]([CH2:14][C:15]4[O:19][C:18]([CH:20]5[CH2:23][N:22](C(OC(C)(C)C)=O)[CH2:21]5)=[N:17][N:16]=4)[S:13][C:9]=3[CH:8]=2)[CH:6]=[CH:5][CH:4]=[CH:3][CH:2]=1.C(O)(C(F)(F)F)=O>C(Cl)Cl>[NH:22]1[CH2:23][CH:20]([C:18]2[O:19][C:15]([CH2:14][C:12]3[S:13][C:9]4[CH:8]=[C:7]([C:1]5[CH:6]=[CH:5][CH:4]=[CH:3][CH:2]=5)[CH:32]=[CH:31][C:10]=4[N:11]=3)=[N:16][N:17]=2)[CH2:21]1. Reported procedure: To a solution of tert-butyl 3-(5-((6-phenylbenzo[d]thiazol-2-yl)methyl)-1,3,4-oxadiazol-2-yl)azetidine-1-carboxylate (150 mg, 0.33 mmol) (prepared as described in compound 1c) in CH2Cl2 (2 mL) was added TFA (0.5 mL, 6.69 mmol). After 1 h, the reaction mixture was concentrated under reduced pressure to give a Compound 42a as brownish oil (115 mg, 99% yield), which was used directly in the next step without further purification. LCMS ESI 349.1 (M+MeOH+H), RT=1.68 min (Method B). Reactants: CCO, COCCOC, CC1(C)OB(c2ccc(N)cc2)OC1(C)C, [Na+], [Na+], O=C([O-])[O-], CN(C)C=O, O, CC1COCCN1c1cc(C(C)(C)S(=O)(=O)c2ccccc2)nc(Cl)n1. The product is CC1COCCN1c1cc(C(C)(C)S(=O)(=O)c2ccccc2)nc(-c2ccc(N)cc2)n1. As a reaction SMILES: [CH3:49][CH2:50][OH:51].[CH3:52][O:53][CH2:54][CH2:55][O:56][CH3:57].[CH3:7][C:8]1([CH3:9])[C:10]([CH3:11])([CH3:12])[O:13][B:14]([c:15]2[cH:16][cH:17][c:18]([NH2:19])[cH:20][cH:21]2)[O:22]1.[Na+:1].[Na+:2].[O-:3][C:4](=[O:5])[O-:6].[O:59]=[CH:60][N:61]([CH3:62])[CH3:63].[OH2:58].[c:23]1([S:29](=[O:30])(=[O:31])[C:32]([CH3:33])([CH3:34])[c:35]2[n:36][c:37]([Cl:48])[n:38][c:39]([N:41]3[CH:42]([CH3:47])[CH2:43][O:44][CH2:45][CH2:46]3)[cH:40]2)[cH:24][cH:25][cH:26][cH:27][cH:28]1>>[c:15]1(-[c:37]2[n:36][c:35]([C:32]([S:29]([c:23]3[cH:24][cH:25][cH:26][cH:27][cH:28]3)(=[O:30])=[O:31])([CH3:33])[CH3:34])[cH:40][c:39]([N:41]3[CH:42]([CH3:47])[CH2:43][O:44][CH2:45][CH2:46]3)[n:38]2)[cH:16][cH:17][c:18]([NH2:19])[cH:20][cH:21]1. Reactants: [Cl-].[NH4+] (ammonium chloride), [H-].[Na+] (Sodium hydride), C(C(=O)O)(=O)O.NCCC(C=1C=NC=CC1)OC1=C(C#N)C=C(C(=C1)Cl)F (2-[[-3-Amino-1-(3-pyridinyl)propyl]oxy]-4-chloro-5-fluorobenzonitrile oxalate), CI (methyl iodide). Solvent: O1CCCC1 (tetrahydrofuran). Reaction conditions: time 3 hour. The product is petrol—acetone, CC(C)(C)OC(NCCC(C=1C=NC=CC1)OC1=C(C=C(C(=C1)Cl)F)C#N)=O ((3-(5-Chloro-2-cyano-4-fluorophenoxy)-3-(3-pyridinyl)propyl]carbamic acid 1,1 dimethylethyl ester). Isolated yield 143.3%. Reaction SMILES: [H-].[Na+].[C:3]([OH:8])(=[O:7])C(O)=O.[NH2:9][CH2:10][CH2:11][CH:12]([O:19][C:20]1[CH:27]=[C:26]([Cl:28])[C:25]([F:29])=[CH:24][C:21]=1[C:22]#[N:23])[C:13]1[CH:14]=[N:15][CH:16]=[CH:17][CH:18]=1.CI.[Cl-].[NH4+]>O1CCCC1>[CH3:12][C:13]([O:8][C:3](=[O:7])[NH:9][CH2:10][CH2:11][CH:12]([O:19][C:20]1[CH:27]=[C:26]([Cl:28])[C:25]([F:29])=[CH:24][C:21]=1[C:22]#[N:23])[C:13]1[CH:14]=[N:15][CH:16]=[CH:17][CH:18]=1)([CH3:14])[CH3:18] |f:0.1,2.3,5.6|. Reported procedure: Sodium hydride (34.2 mg, 60% dispersion in oil, 0.86 mmol) was added to a solution of the product from Example 58 (c) (219 mg, 0.54 mmol) and methyl iodide (0.2 ml, 3.2 mmol) in tetrahydrofuran (4 ml) and stirred for 3 h. Aqueous ammonium chloride was added and the mixture was extracted with dichloromethane (three times). The combined organic extracts were dried (sodium sulphate), evaporated and purified by chromatography on silica eluting; with petrol—acetone to give the sub-title compound as a... The reactants are OC1=CC(CC1C1=CC=CC=C1)=O (3-hydroxy-4-phenyl-cyclopent-2-enone), C(C1=CC=CC=C1)=O (benzaldehyde), FC1=CC=C2C(=CNC2=C1)CCNC(C)=O (N-[2-(6-fluoro-1H-indol-3-yl)-ethyl]-acetamide). Yields the product FC1=CC=C2C(=C(NC2=C1)C(C1=CC=CC=C1)C1=C(C(CC1=O)C1=CC=CC=C1)O)CCNC(C)=O (N-(2-{6-Fluoro-2-[(2-hydroxy-5-oxo-3-phenyl-cyclopent-1-enyl)-phenyl-methyl]-1H-indol-3-yl}-ethyl)-acetamide). As a reaction SMILES: [OH:1][C:2]1[CH:6]([C:7]2[CH:12]=[CH:11][CH:10]=[CH:9][CH:8]=2)[CH2:5][C:4](=[O:13])[CH:3]=1.[CH:14](=O)[C:15]1[CH:20]=[CH:19][CH:18]=[CH:17][CH:16]=1.[F:22][C:23]1[CH:31]=[C:30]2[C:26]([C:27]([CH2:32][CH2:33][NH:34][C:35](=[O:37])[CH3:36])=[CH:28][NH:29]2)=[CH:25][CH:24]=1>>[F:22][C:23]1[CH:31]=[C:30]2[C:26]([C:27]([CH2:32][CH2:33][NH:34][C:35](=[O:37])[CH3:36])=[C:28]([CH:14]([C:3]3[C:4](=[O:13])[CH2:5][CH:6]([C:7]4[CH:12]=[CH:11][CH:10]=[CH:9][CH:8]=4)[C:2]=3[OH:1])[C:15]3[CH:20]=[CH:19][CH:18]=[CH:17][CH:16]=3)[NH:29]2)=[CH:25][CH:24]=1. Reported procedure: Using general procedure C, 3-hydroxy-4-phenyl-cyclopent-2-enone (Lit. 17) was reacted with benzaldehyde and N-[2-(6-fluoro-1H-indol-3-yl)-ethyl]-acetamide (Example 18.1.) to give the title compound as a pink solid. MS: 483.5 ([M+H]+). Starting materials: O=C([O-])[O-], COc1cc(C#N)ccc1NCc1nc2cc(N(C)S(=O)(=O)c3ccccc3)ccc2n1C, CCO, [NH4+], [NH4+]. Yields the product COc1cc(C(=N)N)ccc1NCc1nc2cc(N(C)S(=O)(=O)c3ccccc3)ccc2n1C. As a reaction SMILES: [C:34](=[O:35])([O-:36])[O-:37].[CH3:1][n:2]1[c:3]([CH2:22][NH:23][c:24]2[c:25]([O:32][CH3:33])[cH:26][c:27]([C:30]#[N:31])[cH:28][cH:29]2)[n:4][c:5]2[c:6]1[cH:7][cH:8][c:9]([N:11]([CH3:12])[S:13](=[O:14])(=[O:15])[c:16]1[cH:17][cH:18][cH:19][cH:20][cH:21]1)[cH:10]2.[CH3:40][CH2:41][OH:42].[NH4+:38].[NH4+:39]>>[CH3:1][n:2]1[c:3]([CH2:22][NH:23][c:24]2[c:25]([O:32][CH3:33])[cH:26][c:27]([C:30]([NH2:31])=[NH:38])[cH:28][cH:29]2)[n:4][c:5]2[c:6]1[cH:7][cH:8][c:9]([N:11]([CH3:12])[S:13](=[O:14])(=[O:15])[c:16]1[cH:17][cH:18][cH:19][cH:20][cH:21]1)[cH:10]2.